From a dataset of the Open Reaction Database (ORD), a public repository of structured organic reaction records. describe an organic reaction: reactants, conditions, products, and yield Reactants: BrC=1C=C(C(=O)O)C=CC1C (3-bromo-4-methylbenzoic acid), N1CCOCC1 (morpholine), N,N-dimethylaminopyridine, [Cl-].[NH4+] (ammonium chloride). The solvent is ClCCl (dichloromethane). Run at time 16 hour. The product is BrC=1C=C(C=CC1C)C(=O)N1CCOCC1 ((3-bromo-4-methyl-phenyl)-morpholin-4-yl-methanone), solid. Isolated yield 100.0%. Reaction SMILES: [Br:1][C:2]1[CH:3]=[C:4]([CH:8]=[CH:9][C:10]=1[CH3:11])[C:5]([OH:7])=O.[NH:12]1[CH2:17][CH2:16][O:15][CH2:14][CH2:13]1.[Cl-].[NH4+]>ClCCl>[Br:1][C:2]1[CH:3]=[C:4]([C:5]([N:12]2[CH2:17][CH2:16][O:15][CH2:14][CH2:13]2)=[O:7])[CH:8]=[CH:9][C:10]=1[CH3:11] |f:2.3|. Procedure: To dichloromethane solution (2 ml) of 3-bromo-4-methylbenzoic acid (50 mg, 0.23 mmol), WSCI (67 mg, 0.348 mmol), morpholine (24 μl, 0.278 mmol) and N,N-dimethylaminopyridine (28 mg, 0.232 mmol) were added, followed by stirring at room temperature for 16 hours. To the reaction mixture, saturated aqueous ammonium chloride solution was added, followed by extraction twice with ethyl acetate (10 ml). The organic layer was washed with brine (10 ml), and dried over sodium sulfate, followed by distillin... The reactants are N1(CCOCC1)C=1N=C(NC(C1)=O)CC(=O)[O-].[Na+] (sodium [4-(morpholin-4-yl)-6-oxo-1,6-dihydropyrimidin-2-yl]acetate), ClC=1C=C(C(=CC1)N)N (4-chlorobenzene-1,2-diamine), Cl.CN(CCCN=C=NCC)C (N-[3-(dimethylamino)propyl]-N′-ethylcarbodiimide hydrochloride). Run in N1=CC=CC=C1 (pyridine), CN(C=O)C (dimethylformamide), C(C)(=O)O (acetic acid). Product: ClC=1C=CC2=C(NC(=N2)CC2=NC(=CC(N2)=O)N2CCOCC2)C1 (2-[(6-chloro-1H-benzimidazol-2-yl)methyl]-6-(morpholin-4-yl)pyrimidin-4(3H)-one). The yield is 49.1%. RXN SMILES: [N:1]1([C:7]2[N:8]=[C:9]([CH2:14][C:15]([O-])=O)[NH:10][C:11](=[O:13])[CH:12]=2)[CH2:6][CH2:5][O:4][CH2:3][CH2:2]1.[Na+].[Cl:19][C:20]1[CH:21]=[C:22]([NH2:27])[C:23]([NH2:26])=[CH:24][CH:25]=1.Cl.CN(C)CCCN=C=NCC>N1C=CC=CC=1.CN(C)C=O.C(O)(=O)C>[Cl:19][C:20]1[CH:25]=[CH:24][C:23]2[N:26]=[C:15]([CH2:14][C:9]3[NH:10][C:11](=[O:13])[CH:12]=[C:7]([N:1]4[CH2:2][CH2:3][O:4][CH2:5][CH2:6]4)[N:8]=3)[NH:27][C:22]=2[CH:21]=1 |f:0.1,3.4|. Procedure details: The product is prepared according to the procedure described in Example 3, using 400 mg of sodium [4-(morpholin-4-yl)-6-oxo-1,6-dihydropyrimidin-2-yl]acetate, 436 mg of 4-chlorobenzene-1,2-diamine and 440 mg N-[3-(dimethylamino)propyl]-N′-ethylcarbodiimide hydrochloride in a mixture of 3.5 ml of pyridine and 3.5 ml of dimethylformamide and then in 7 ml of acetic acid. After refluxing for thirty minutes and purification by silica column chromatography, eluent: CH2Cl2/MeOH: gradient from 100/0 to ...